From a dataset of the Open Reaction Database (ORD), a public repository of structured organic reaction records. describe an organic reaction: reactants, conditions, products, and yield Starting materials: CCO, CCOC(=O)C(C(=O)OCC)c1cc(F)c(N)cc1F, [Na+], [OH-], O. Product: CCOC(=O)Cc1cc(F)c(N)cc1F. Reaction SMILES: [CH3:24][CH2:25][OH:26].[NH2:3][c:4]1[cH:5][c:6]([F:22])[c:7]([CH:11]([C:12](=[O:13])[O:14][CH2:15][CH3:16])[C:17]([O:18][CH2:19][CH3:20])=[O:21])[cH:8][c:9]1[F:10].[Na+:2].[OH-:1].[OH2:23]>>[NH2:3][c:4]1[cH:5][c:6]([F:22])[c:7]([CH2:11][C:12](=[O:13])[O:14][CH2:15][CH3:16])[cH:8][c:9]1[F:10]. Starting materials: resultant mixture, BrC(C(=O)OCC)(F)F (ethyl bromodifluoroacetate), O (water), C([O-])([O-])=O.[K+].[K+] (potassium carbonate), FC=1C=C(C=C(C1F)F)O (3,4,5-trifluorophenol). The reagents and catalysts are CCCC[N+](CCCC)(CCCC)CCCC.[Br-] (TBAB). The solvent is CN(C)C=O (DMF), CN(C)C=O (DMF). Product: FC=1C=C(OC(C(=O)OCC)(F)F)C=C(C1F)F (ethyl 2-(3,4,5-trifluorophenoxy)-2,2-difluoroacetate). Yield: 69.4%. Reaction SMILES: C(=O)([O-])[O-].[K+].[K+].[F:7][C:8]1[CH:9]=[C:10]([OH:16])[CH:11]=[C:12]([F:15])[C:13]=1[F:14].Br[C:18]([F:25])([F:24])[C:19]([O:21][CH2:22][CH3:23])=[O:20].O>CCCC[N+](CCCC)(CCCC)CCCC.[Br-].CN(C=O)C>[F:7][C:8]1[CH:9]=[C:10]([CH:11]=[C:12]([F:15])[C:13]=1[F:14])[O:16][C:18]([F:25])([F:24])[C:19]([O:21][CH2:22][CH3:23])=[O:20] |f:0.1.2,6.7|. Reported procedure: Under a nitrogen atmosphere, 17 g of potassium carbonate and 4.0 g of TBAB were added to 18 g of 3,4,5-trifluorophenol (r-7) dissolved in 200 mL of DMF, 25.0 g of ethyl bromodifluoroacetate dissolved in 50 mL of DMF was added thereto, and the resultant mixture was stirred at 90° C. for 3 hours. A reaction mixture was poured into water, subjected to extraction with diethyl ether, and extracted organic layers were combined and washed with saturated brine, and then dried over anhydrous magnesium su... Starting materials: ClC=1C=C(CN2C(CCCC2)=O)C=CC1F (1-(3-chloro-4-fluorobenzyl)piperidin-2-one), C[Si](C)(C)[N-][Si](C)(C)C.[Li+] (lithium bis(trimethylsilyl)amide), C1(=CC=CC=C1)S(=O)(=O)OC (Methyl benzene sulfonate). Solvent: C(C)(=O)OCC (ethyl acetate), O1CCCC1 (tetrahydrofuran). Conditions: temperature -20 celsius, time 1 hour. Yields the product ClC=1C=C(CN2C(C=CCC2)=O)C=CC1F (1-(3-Chloro-4-fluorobenzyl)-5,6-dihydropyridin-2(1H)-one). RXN SMILES: [Cl:1][C:2]1[CH:3]=[C:4]([CH:13]=[CH:14][C:15]=1[F:16])[CH2:5][N:6]1[CH2:11][CH2:10][CH2:9][CH2:8][C:7]1=[O:12].C[Si]([N-][Si](C)(C)C)(C)C.[Li+].C1(S(OC)(=O)=O)C=CC=CC=1>O1CCCC1.C(OCC)(=O)C>[Cl:1][C:2]1[CH:3]=[C:4]([CH:13]=[CH:14][C:15]=1[F:16])[CH2:5][N:6]1[CH2:11][CH2:10][CH:9]=[CH:8][C:7]1=[O:12] |f:1.2|. Reported procedure: To a cold (−20° C.) solution of 1-(3-chloro-4-fluorobenzyl)piperidin-2-one (340 g, 1.41 mol) in anhydrous tetrahydrofuran (5 L) under an atmosphere of nitrogen, a solution of lithium bis(trimethylsilyl)amide (3.09 L, 3.09 mol; 1M in TIE) was added over a period of 40 minutes with the temperature of the reaction maintained at −20° C. After the addition was complete, the reaction mixture was stirred at −20° C. for one hour. Methyl benzene sulfonate (231 mL, 1.69 mol) was added to the reaction mixt... Starting materials: C(C1=CC=CC=C1)OC1=C(C=C(C=C1)[C@H](CBr)O[Si](C)(C)C(C)(C)C)CO ([2-(benzyloxy)-5-((1R)-2-bromo-1-{[tert-butyl(dimethyl)silyl]oxy}ethyl)phenyl]methanol), N[C@@H](CC=1C=C(C=CC1)CC(=O)OC)C (methyl {3-[(2R)-2-aminopropyl]phenyl}acetate). Solvent: ClCCl (dichloromethane), ClCCl (dichloromethane). Run at time 16 hour. The product is N (ammonia), COC(CC1=CC(=CC=C1)C[C@@H](C)NC[C@@H](C1=CC(=C(C=C1)OCC1=CC=CC=C1)CO)O[Si](C)(C)C(C)(C)C)=O (methyl(3-{(2R)-2-[(2R)-2-{[tert-butyl(dimethyl)silyl]oxy}-2-(4-[benzyloxy]-3-hydroxymethyl-phenyl)-ethylamino]-propyl}-phenyl)-acetate). The yield is 75.6%. RXN SMILES: [CH2:1]([O:8][C:9]1[CH:14]=[CH:13][C:12]([C@@H:15]([O:18][Si:19]([C:22]([CH3:25])([CH3:24])[CH3:23])([CH3:21])[CH3:20])[CH2:16]Br)=[CH:11][C:10]=1[CH2:26][OH:27])[C:2]1[CH:7]=[CH:6][CH:5]=[CH:4][CH:3]=1.[NH2:28][C@H:29]([CH3:42])[CH2:30][C:31]1[CH:32]=[C:33]([CH2:37][C:38]([O:40][CH3:41])=[O:39])[CH:34]=[CH:35][CH:36]=1>ClCCl>[NH3:28].[CH3:41][O:40][C:38](=[O:39])[CH2:37][C:33]1[CH:34]=[CH:35][CH:36]=[C:31]([CH2:30][C@H:29]([NH:28][CH2:16][C@H:15]([O:18][Si:19]([C:22]([CH3:25])([CH3:24])[CH3:23])([CH3:21])[CH3:20])[C:12]2[CH:13]=[CH:14][C:9]([O:8][CH2:1][C:2]3[CH:7]=[CH:6][CH:5]=[CH:4][CH:3]=3)=[C:10]([CH2:26][OH:27])[CH:11]=2)[CH3:42])[CH:32]=1. Procedure: A solution of [2-(benzyloxy)-5-((1R)-2-bromo-1-{[tert-butyl(dimethyl)silyl]oxy}ethyl)phenyl]methanol (Preparation 23) (12.5 g, 27.7 mmol) and methyl {3-[(2R)-2-aminopropyl]phenyl}acetate (Preparation 25) (11.5 g, 55.4 mmol) in dichloromethane (130 ml) was heated to 90° C., allowing the dichloromethane to evaporate. The resulting melt was left at 90° C. for a further 16 hours. The reaction mixture was cooled to room temperature and purified by flash column chromatography on silica gel eluting wit... Reactants: C(C1=CC=CC=C1)OC=1C=C(C=C(C1)F)C=1C=C(N2N=CN=C(C21)N)C2CCNCC2 (5-[3-(benzyloxy)-5-fluorophenyl]-7-piperidin-4-ylpyrrolo[2,1-f][1,2,4]triazin-4-amine), ClCC(=O)N(C)C (2-chloro-N,N-dimethylacetamide). Product: NC1=NC=NN2C1=C(C=C2C2CCN(CC2)CC(=O)N(C)C)C2=CC(=CC(=C2)F)OCC2=CC=CC=C2 (2-(4-{4-amino-5-[3-(benzyloxy)-5-fluorophenyl]pyrrolo[2,1-f][1,2,4]triazin-7-yl}piperidin-1-yl)-N,N-dimethylacetamide). The yield is 17.0%. Reaction SMILES: [CH2:1]([O:8][C:9]1[CH:10]=[C:11]([C:16]2[CH:17]=[C:18]([CH:26]3[CH2:31][CH2:30][NH:29][CH2:28][CH2:27]3)[N:19]3[C:24]=2[C:23]([NH2:25])=[N:22][CH:21]=[N:20]3)[CH:12]=[C:13]([F:15])[CH:14]=1)[C:2]1[CH:7]=[CH:6][CH:5]=[CH:4][CH:3]=1.Cl[CH2:33][C:34]([N:36]([CH3:38])[CH3:37])=[O:35]>>[NH2:25][C:23]1[C:24]2=[C:16]([C:11]3[CH:12]=[C:13]([F:15])[CH:14]=[C:9]([O:8][CH2:1][C:2]4[CH:3]=[CH:4][CH:5]=[CH:6][CH:7]=4)[CH:10]=3)[CH:17]=[C:18]([CH:26]3[CH2:31][CH2:30][N:29]([CH2:33][C:34]([N:36]([CH3:38])[CH3:37])=[O:35])[CH2:28][CH2:27]3)[N:19]2[N:20]=[CH:21][N:22]=1. Reported procedure: In a manner similar to the procedure described for the preparation of Example 355 and using 5-[3-(benzyloxy)-5-fluorophenyl]-7-piperidin-4-ylpyrrolo[2,1-f][1,2,4]triazin-4-amine and 2-chloro-N,N-dimethylacetamide as starting material, 20 mg (17%) of the desired product was isolated. 1H NMR (400 MHz, CD2Cl2) δ 7.89 (s, 1H), 7.47-7.36 (m, 5H), 6.89 (s, 1H), 6.82 (d, 1H), 6.74 (d, 1H), 6.52 (s, 1H), 5.56 (s, 2H), 5.13 (s, 2H), 3.25-3.20 (m, 1H), 3.18 (s, 2H), 3.10 (s, 3H), 3.02-2.98 (m, 2H), 2.92 (... As a reaction SMILES: [BrH:1].[CH3:2][O:3][CH2:4][CH2:5][n:6]1[c:7](=[NH:15])[s:8][c:9]2[c:10]1[cH:11][cH:12][cH:13][cH:14]2.[Cl:16][c:17]1[c:18]([C:19](=[O:20])[OH:21])[cH:22][c:23]([S:26][CH3:27])[cH:24][cH:25]1>>[CH3:2][O:3][CH2:4][CH2:5][n:6]1[c:7](=[N:15][C:19]([c:18]2[c:17]([Cl:16])[cH:25][cH:24][c:23]([S:26][CH3:27])[cH:22]2)=[O:20])[s:8][c:9]2[c:10]1[cH:11][cH:12][cH:13][cH:14]2. Reactants: Br, COCCn1c(=N)sc2ccccc21, CSc1ccc(Cl)c(C(=O)O)c1. Product: COCCn1c(=NC(=O)c2cc(SC)ccc2Cl)sc2ccccc21. The solvent is N1=CC=CC=C1 (pyridine). The reactants are NC=1C=CC(=C(C(=O)OC)C1)OC1=CC=C(C=C1)Cl (methyl 5-amino-2-(4-chlorophenoxy)-benzoate), C1(\C=C/C(=O)O1)=O (maleic anhydride), C(Cl)Cl (methylene chloride), CN(C=O)C (dimethylformamide). Yields the product C(=O)(OC)C=1C=C(C=CC1OC1=CC=C(C=C1)Cl)NC(=O)C(\C=C/C)C(=O)O ((Z)-but-2-enedicarboxylic acid 3-carbomethoxy-4-(4-chloro-phenoxy)-phenylamide). Reaction SMILES: [NH2:1][C:2]1[CH:3]=[CH:4][C:5]([O:12][C:13]2[CH:18]=[CH:17][C:16]([Cl:19])=[CH:15][CH:14]=2)=[C:6]([CH:11]=1)[C:7]([O:9][CH3:10])=[O:8].[C:20]1(=[O:26])[O:25][C:23](=O)[CH:22]=[CH:21]1.[CH2:27](Cl)Cl.CN(C)[CH:32]=[O:33]>CN(C)C1C=CN=CC=1.N1C=CC=CC=1>[C:7]([C:6]1[CH:11]=[C:2]([NH:1][C:32]([CH:21]([C:20]([OH:25])=[O:26])/[CH:22]=[CH:23]\[CH3:27])=[O:33])[CH:3]=[CH:4][C:5]=1[O:12][C:13]1[CH:18]=[CH:17][C:16]([Cl:19])=[CH:15][CH:14]=1)([O:9][CH3:10])=[O:8]. Reported procedure: A.2. Reaction of methyl 5-amino-2-(4-chlorophenoxy)-benzoate with maleic anhydride in a solvent such as methylene chloride or dimethylformamide in the presence of pyridine or 4-dimethylaminopyridine gives (Z)-but-2-enedicarboxylic acid 3-carbomethoxy-4-(4-chloro-phenoxy)-phenylamide which is converted by saponification with aqueous sodium hydroxide or potassium hydroxide in water and a second solvent such as methanol, ethanol or acetonitrile into (Z)-but-2-enedicarboxylic acid 3-carboxy-4-(4-chl... The reagents and catalysts are CN(C1=CC=NC=C1)C (4-dimethylaminopyridine).